Dataset: the Open Reaction Database (ORD), a public repository of structured organic reaction records. Task: describe an organic reaction: reactants, conditions, products, and yield Reactants: CN(C)c1cc(NC(=O)OC(C)(C)C)c(NC(=O)CC(=O)c2cccc(C#N)c2)cc1C#Cc1ccccc1, ClCCl, O=C(O)C(F)(F)F. Yields the product CN(C)c1cc2c(cc1C#Cc1ccccc1)NC(=O)CC(c1cccc(C#N)c1)=N2. RXN SMILES: [C:1]([O:2][C:3](=[O:4])[NH:7][c:8]1[c:9]([NH:25][C:26]([CH2:27][C:28](=[O:5])[c:30]2[cH:31][c:32]([C:36]#[N:37])[cH:33][cH:34][cH:35]2)=[O:38])[cH:10][c:11]([C:17]#[C:18][c:19]2[cH:20][cH:21][cH:22][cH:23][cH:24]2)[c:12]([N:14]([CH3:15])[CH3:16])[cH:13]1)([CH3:6])([CH3:29])[CH3:39].[Cl:47][CH2:48][Cl:49].[F:40][C:41]([F:42])([F:43])[C:44]([OH:45])=[O:46]>>[N:7]1=[C:28]([c:30]2[cH:31][c:32]([C:36]#[N:37])[cH:33][cH:34][cH:35]2)[CH2:27][C:26](=[O:38])[NH:25][c:9]2[c:8]1[cH:13][c:12]([N:14]([CH3:15])[CH3:16])[c:11]([C:17]#[C:18][c:19]1[cH:20][cH:21][cH:22][cH:23][cH:24]1)[cH:10]2. The reactants are CCN(C(C)C)C(C)C, CC(=O)C(C)NC(C)(C)c1cc(Cl)cc(Cl)c1, ClCCl, O, O=C(Cl)Cc1ccccc1, c1ccncc1. The product is CC(=O)C(C)N(C(=O)Cc1ccccc1)C(C)(C)c1cc(Cl)cc(Cl)c1. RXN SMILES: [CH2:7]([N:8]([CH:9]([CH3:10])[CH3:11])[CH:12]([CH3:13])[CH3:14])[CH3:15].[CH3:26][C:27]([CH3:28])([c:29]1[cH:30][c:31]([Cl:36])[cH:32][c:33]([Cl:35])[cH:34]1)[NH:37][CH:38]([C:39]([CH3:40])=[O:41])[CH3:42].[Cl:43][CH2:44][Cl:45].[OH2:46].[c:16]1([CH2:22][C:23](=[O:24])[Cl:25])[cH:17][cH:18][cH:19][cH:20][cH:21]1.[cH:1]1[cH:2][cH:3][n:4][cH:5][cH:6]1>>[c:16]1([CH2:22][C:23](=[O:24])[N:37]([C:27]([CH3:26])([CH3:28])[c:29]2[cH:30][c:31]([Cl:36])[cH:32][c:33]([Cl:35])[cH:34]2)[CH:38]([C:39]([CH3:40])=[O:41])[CH3:42])[cH:17][cH:18][cH:19][cH:20][cH:21]1. Reactants: FC1=CC=C(C=C1)C1=CC(OC2=CC(=CC=C12)SC=1SC(=CN1)[C@@](CC)(C(F)(F)F)O)=O (4-(4-fluorophenyl)-7-({5-[(1R)-1-hydroxy-1-(trifluoromethyl)propyl]-1,3-thiazol-2-yl}thio)-2H-chromen-2-one), O.O.O.O.O.O.C(C=1C(C(=O)[O-])=CC=CC1)(=O)O[O-].[Mg+2] (magnesium monoperoxyphthalate hexahydrate). Run in C(Cl)Cl (CH2Cl2), CO (MeOH). Reaction conditions: time 8 hour. Yields the product FC1=CC=C(C=C1)C1=CC(OC2=CC(=CC=C12)S(=O)C=1SC(=CN1)[C@@](CC)(C(F)(F)F)O)=O (4-(4-fluorophenyl)-7-({5-[(1R)-1-hydroxy-1-(trifluoromethyl)propyl}-1,3-thiazol-2-yl}sulfinyl)-2H-chromen-2-one). RXN SMILES: [F:1][C:2]1[CH:7]=[CH:6][C:5]([C:8]2[C:17]3[C:12](=[CH:13][C:14]([S:18][C:19]4[S:20][C:21]([C@:24]([OH:31])([C:27]([F:30])([F:29])[F:28])[CH2:25][CH3:26])=[CH:22][N:23]=4)=[CH:15][CH:16]=3)[O:11][C:10](=[O:32])[CH:9]=2)=[CH:4][CH:3]=1.O.O.O.O.O.O.C(O[O-])(=O)C1C(=CC=CC=1)C([O-])=[O:43].[Mg+2]>C(Cl)Cl.CO>[F:1][C:2]1[CH:7]=[CH:6][C:5]([C:8]2[C:17]3[C:12](=[CH:13][C:14]([S:18]([C:19]4[S:20][C:21]([C@:24]([OH:31])([C:27]([F:29])([F:30])[F:28])[CH2:25][CH3:26])=[CH:22][N:23]=4)=[O:43])=[CH:15][CH:16]=3)[O:11][C:10](=[O:32])[CH:9]=2)=[CH:4][CH:3]=1 |f:1.2.3.4.5.6.7.8|. Procedure details: To a solution of 4-(4-fluorophenyl)-7-({5-[(1R)-1-hydroxy-1-(trifluoromethyl)propyl]-1,3-thiazol-2-yl}thio)-2H-chromen-2-one (0.100 g, 0.2 mmol) in 7 ml of CH2Cl2 and 0.7 ml of MeOH, was added magnesium monoperoxyphthalate hexahydrate (0.051 g, 0.1 mmol). The mixture was stirred at rt overnight and partitioned between water and CH2Cl2. The layers were separated and the organic phase washed with brine, dried over MgSO4 and evaporated to dryness. The residue was chromatographed on silica gel (hexa... Starting materials: FCCCBr, O=C([O-])[O-], ClC(Cl)Cl, [K+], [K+], O, COc1ccc2nc(-c3ccc(O)cc3)cn2c1. Product: COc1ccc2nc(-c3ccc(OCCCF)cc3)cn2c1. Reaction SMILES: [Br:25][CH2:26][CH2:27][CH2:28][F:29].[C:19](=[O:20])([O-:21])[O-:22].[CH:31]([Cl:32])([Cl:33])[Cl:34].[K+:23].[K+:24].[OH2:30].[OH:1][c:2]1[cH:3][cH:4][c:5](-[c:8]2[n:9][c:10]3[n:11]([cH:12][c:13]([O:16][CH3:17])[cH:14][cH:15]3)[cH:18]2)[cH:6][cH:7]1>>[O:1]([c:2]1[cH:3][cH:4][c:5](-[c:8]2[n:9][c:10]3[n:11]([cH:12][c:13]([O:16][CH3:17])[cH:14][cH:15]3)[cH:18]2)[cH:6][cH:7]1)[CH2:26][CH2:27][CH2:28][F:29]. The reactants are [Li] (lithium), N (ammonia), N (ammonia), CC(CCCCCC)(C)C=1C=C(C2=C(OC(C3C2=CC(CC3)=O)(C)C)C1)O (3-(1',1'-dimethylheptyl)-6,6a,7,8-tetrahydro-1-hydroxy-6,6-dimethyl-9H-dibenzo[b,d]pyran-9-one), [Li] (lithium), [Li] (lithium), [Li] (lithium), [Cl-].[NH4+] (ammonium chloride). Run in O1CCCC1 (tetrahydrofuran). Product: CC(CCCCCC)(C)C=1C=C(C2=C(OC([C@H]3[C@H]2CC(CC3)=O)(C)C)C1)O (trans-3-(1',1'-dimethylheptyl)-6,6a,7,8,10,10a-hexahydro-1-hydroxy-6,6-dimethyl-9H-dibenzo[b,d]pyran-9-one). RXN SMILES: [CH3:1][C:2]([C:10]1[CH:11]=[C:12]([OH:27])[C:13]2[C:18]3=[CH:19][C:20](=[O:23])[CH2:21][CH2:22][CH:17]3[C:16]([CH3:25])([CH3:24])[O:15][C:14]=2[CH:26]=1)([CH3:9])[CH2:3][CH2:4][CH2:5][CH2:6][CH2:7][CH3:8].[Li].N.[Cl-].[NH4+]>O1CCCC1>[CH3:9][C:2]([C:10]1[CH:11]=[C:12]([OH:27])[C:13]2[C@@H:18]3[CH2:19][C:20](=[O:23])[CH2:21][CH2:22][C@H:17]3[C:16]([CH3:25])([CH3:24])[O:15][C:14]=2[CH:26]=1)([CH3:1])[CH2:3][CH2:4][CH2:5][CH2:6][CH2:7][CH3:8] |f:3.4,^1:27|. Procedure: A solution of 1.5 g. of dl-3-(1',1'-dimethylheptyl)-6,6a,7,8-tetrahydro-1-hydroxy-6,6-dimethyl-9H-dibenzo[b,d]pyran-9-one in 50 ml. of anhydrous tetrahydrofuran (THF) was added dropwise to a solution of lithium metal in liquid ammonia at -80°C. Excess lithium metal was added in chunks to the solution as the blue color, indicating free dissolved lithium, disappeared. After the addition was complete, ammonium chloride was added to react with any excess lithium metal still present. The mixture was ... The product is C[Si](C)(C)OP(O[Si](C)(C)C)(=O)C1=CC=C(C=C1)F (4-fluorophenyl-phosphonic acid bis(trimethylsilyl) ester). Starting materials: Br[Si](C)(C)C (Bromotrimethylsilane), C(C)OP(OCC)(=O)C1=CC=C(C=C1)F (4-fluorophenyl-phosphonic acid diethyl ester). Reaction SMILES: Br[Si:2]([CH3:5])([CH3:4])[CH3:3].C([O:8][P:9]([C:14]1[CH:19]=[CH:18][C:17]([F:20])=[CH:16][CH:15]=1)(=[O:13])[O:10]CC)C>>[CH3:3][Si:2]([O:8][P:9]([C:14]1[CH:19]=[CH:18][C:17]([F:20])=[CH:16][CH:15]=1)(=[O:13])[O:10][Si:2]([CH3:5])([CH3:4])[CH3:3])([CH3:5])[CH3:4]. Conditions: temperature 0 celsius. Procedure: Bromotrimethylsilane (15.3 mL, 0.116 mol) was added dropwise to 4-fluorophenyl-phosphonic acid diethyl ester (8.95 g, 38.58 mmol) stirred in a reaction flask chilled to 0° C. The resulting solution was allowed to warm to ambient temperature and stirred for an additional hour. The mixture was then concentrated by rotary evaporation yielding crude 4-fluorophenyl-phosphonic acid bis(trimethylsilyl) ester which was used in the next step without further purification. The reactants are CSSC, CC(C)(C)ON=O, N#Cc1ccc(O)c(N)c1, C1COCCO1. RXN SMILES: [CH3:18][S:19][S:20][CH3:21].[N:11]([O:12][C:13]([CH3:14])([CH3:15])[CH3:16])=[O:17].[NH2:1][c:2]1[cH:3][c:4]([C:5]#[N:6])[cH:7][cH:8][c:9]1[OH:10].[O:22]1[CH2:23][CH2:24][O:25][CH2:26][CH2:27]1>>[c:2]1([S:19][CH3:18])[cH:3][c:4]([C:5]#[N:6])[cH:7][cH:8][c:9]1[OH:10]. Product: CSc1cc(C#N)ccc1O. Isolated yield 8.8%. Starting materials: COC1=CC=C(C=C1)C1=C(C(C(O1)(C)C)=O)C1=CC=C(C=C1)OCC1=NC2=CC=CC=C2C=C1 (5-(4-methoxyphenyl)-2,2-dimethyl-4-(4-(quinolin-2-ylmethoxy)phenyl)furan-3(2H)-one), Br (HBr). RXN SMILES: C[O:2][C:3]1[CH:8]=[CH:7][C:6]([C:9]2[O:13][C:12]([CH3:15])([CH3:14])[C:11](=[O:16])[C:10]=2[C:17]2[CH:22]=[CH:21][C:20]([O:23][CH2:24][C:25]3[CH:34]=[CH:33][C:32]4[C:27](=[CH:28][CH:29]=[CH:30][CH:31]=4)[N:26]=3)=[CH:19][CH:18]=2)=[CH:5][CH:4]=1.Br>C1COCC1.O>[OH:2][C:3]1[CH:8]=[CH:7][C:6]([C:9]2[O:13][C:12]([CH3:14])([CH3:15])[C:11](=[O:16])[C:10]=2[C:17]2[CH:22]=[CH:21][C:20]([O:23][CH2:24][C:25]3[CH:34]=[CH:33][C:32]4[C:27](=[CH:28][CH:29]=[CH:30][CH:31]=4)[N:26]=3)=[CH:19][CH:18]=2)=[CH:5][CH:4]=1. Reaction conditions: time 12 hour. Procedure: To a stirred 0° C. solution of 5-(4-methoxyphenyl)-2,2-dimethyl-4-(4-(quinolin-2-ylmethoxy)phenyl)furan-3(2H)-one (1.0 g, 2.61 mmol) in THF (10 mL), aqueous HBr (908 mg, 5.2 mmol) was added under a nitrogen atmosphere. The reaction mixture was then stirred for 12 h at RT, diluted with water and extracted with hexane (2×50 mL). The organic layers were concentrated in vacuo to afford 5-(4-hydroxyphenyl)-2,2-dimethyl-4-(4-(quinolin-2-ylmethoxy)phenyl)furan-3(2H)-one (100 mg) as a white solid. 1H NM... The solvent is O (water), C1CCOC1 (THF). Yields the product OC1=CC=C(C=C1)C1=C(C(C(O1)(C)C)=O)C1=CC=C(C=C1)OCC1=NC2=CC=CC=C2C=C1 (5-(4-hydroxyphenyl)-2,2-dimethyl-4-(4-(quinolin-2-ylmethoxy)phenyl)furan-3(2H)-one).